This data is from the Open Reaction Database (ORD), a public repository of structured organic reaction records. The task is: describe an organic reaction: reactants, conditions, products, and yield The reactants are ClC=1C=CC(=C(C(=O)O)C1)N=CC[N+](=O)[O-] (5-chloro-2-[2-nitro-ethylideneamino]-benzoic acid), C(C)(=O)[O-].[K+] (potassium acetate). The solvent is C(C)(=O)OC(C)=O (acetic anhydride). Conditions: time 40 minute. Yields the product ClC=1C=C2C(=C(C=NC2=CC1)[N+](=O)[O-])O (6-Chloro-3-nitro-quinolin-4-ol). As a reaction SMILES: [Cl:1][C:2]1[CH:3]=[CH:4][C:5]([N:11]=[CH:12][CH2:13][N+:14]([O-:16])=[O:15])=[C:6]([CH:10]=1)[C:7](O)=[O:8].C([O-])(=O)C.[K+]>C(OC(=O)C)(=O)C>[Cl:1][C:2]1[CH:10]=[C:6]2[C:5](=[CH:4][CH:3]=1)[N:11]=[CH:12][C:13]([N+:14]([O-:16])=[O:15])=[C:7]2[OH:8] |f:1.2|. Procedure: 26.5 g (0.109 mol) of 5-chloro-2-[2-nitro-ethylideneamino]-benzoic acid (Example 23a) in 116 ml acetic anhydride are heated and kept at 110° C. 12.92 g (0.131 mol) potassium acetate are added in 2 min and heating is continued for 40 min at 130-135° C. After 10 min, the title compound starts to crystallize. The reaction vessel is cooled to rt and the solid filtered off and washed with acetic acid and water. Drying follows at 95° C. for 16 h (high vacuum). mp: 341-342° C. (dec.). MS: 225 (M++1); H...